This data is from the Open Reaction Database (ORD), a public repository of structured organic reaction records. The task is: describe an organic reaction: reactants, conditions, products, and yield Reactants: CC(C)(C)O, Cc1ccccc1, O=C=Nc1ccccc1. Yields the product CC(C)(C)OC(=O)Nc1ccccc1. RXN SMILES: [CH3:10][C:11]([CH3:12])([CH3:13])[OH:14].[CH3:15][c:16]1[cH:17][cH:18][cH:19][cH:20][cH:21]1.[c:1]1([N:7]=[C:8]=[O:9])[cH:2][cH:3][cH:4][cH:5][cH:6]1>>[c:1]1([NH:7][C:8](=[O:9])[O:14][C:11]([CH3:10])([CH3:12])[CH3:13])[cH:2][cH:3][cH:4][cH:5][cH:6]1. Reactants: CCCCCCCCCCCC#N, CC(N)CN, S=C=S. Yields the product CCCCCCCCCCCC1=NC(C)CN1. RXN SMILES: [CH2:1]([CH2:2][CH2:3][CH2:4][CH2:5][CH2:6][CH2:7][CH2:8][CH2:9][CH2:10][CH3:11])[C:12]#[N:13].[NH2:14][CH2:15][CH:16]([CH3:17])[NH2:18].[S:19]=[C:20]=[S:21]>>[CH2:1]([CH2:2][CH2:3][CH2:4][CH2:5][CH2:6][CH2:7][CH2:8][CH2:9][CH2:10][CH3:11])[C:12]1=[N:13][CH:16]([CH3:17])[CH2:15][NH:14]1. Starting materials: N1N=NC=C1 (1H-1,2,3-triazole), ClC1=C(C=CC=C1)[C@@]1(O[C@H]1C)CN1N=CN=C1 ((2R,3S)-2-(2-chlorophenyl)-3-methyl-2-[(1H-1,2, 4-triazol-1-yl)methyl]oxirane), ClC1=C(C=CC=C1)[C@@](CN1N=CN=C1)([C@@H](C)N1N=CC=N1)O ((2R,3R)-2-(2-Chlorophenyl)-3-(2H-1,2,3-triazol-2-yl)-1-(1H-1,2, 4-triazol-1-yl)-2-butanol). The product is ClC1=C(C=CC=C1)[C@@](CN1N=CN=C1)([C@@H](C)N1N=NC=C1)O ((2R,3R)-2-(2-chlorophenyl)-3-(1H-1,2,3-triazol-1-yl)-1-(1H-1,2, 4-triazol-1-yl)-2-butanol). RXN SMILES: [NH:1]1[CH:5]=[CH:4][N:3]=[N:2]1.[Cl:6][C:7]1[CH:12]=[CH:11][CH:10]=[CH:9][C:8]=1[C@@:13]1([CH2:17][N:18]2[CH:22]=[N:21][CH:20]=[N:19]2)[C@H:15]([CH3:16])[O:14]1.ClC1C=CC=CC=1[C@](O)([C@H](N1N=CC=N1)C)CN1C=NC=N1>>[Cl:6][C:7]1[CH:12]=[CH:11][CH:10]=[CH:9][C:8]=1[C@:13]([OH:14])([C@H:15]([N:1]1[CH:5]=[CH:4][N:3]=[N:2]1)[CH3:16])[CH2:17][N:18]1[CH:22]=[N:21][CH:20]=[N:19]1. Procedure details: Using 1H-1,2,3-triazole and (2R,3S)-2-(2-chlorophenyl)-3-methyl-2-[(1H-1,2, 4-triazol-1-yl)methyl]oxirane, Compound 42 and Compound 43 were obtained by the same way as in Example 30. Reactants: C1([C@H]2[C@@H](C(=O)O1)CC=CC2)=O (cis-1,2,3,6-tetrahydrophthalic anhydride), NCCCCCC(=O)O (6-aminohexanoic acid). Run in C(C)(=O)O (acetic acid). Conditions: temperature 4 celsius. Product: C1([C@H]2[C@@H](C(N1CCCCCC(=O)O)=O)CC=CC2)=O (6-(cis-1,2,3,6-tetrahydrophthalimido)hexanoic acid). RXN SMILES: [C:1]1(=[O:11])[O:6][C:4](=O)[C@H:3]2[CH2:7][CH:8]=[CH:9][CH2:10][C@@H:2]12.[NH2:12][CH2:13][CH2:14][CH2:15][CH2:16][CH2:17][C:18]([OH:20])=[O:19]>C(O)(=O)C>[C:4]1(=[O:6])[N:12]([CH2:13][CH2:14][CH2:15][CH2:16][CH2:17][C:18]([OH:20])=[O:19])[C:1](=[O:11])[C@H:2]2[CH2:10][CH:9]=[CH:8][CH2:7][C@@H:3]12. Reported procedure: 31 g (0.2 mole) of cis-1,2,3,6-tetrahydrophthalic anhydride and 26.2 g (0.2 mole) of 6-aminohexanoic acid are dissolved in 400 ml. of acetic acid and warmed 3 hours on a steam bath. The cooled solution is concentrated to remove most of the acetic acid and the residue taken up in 200 ml. of methylene chloride. The solution is washed twice with water and dried over sodium sulfate. The solvent is removed and the residue taken up in 500 ml toluene. Para-toluenesulfonic acid (1 g) is added to the sol... RXN SMILES: [CH:24]([CH3:25])([CH3:26])[N:27]([CH2:28][CH2:29][NH2:30])[CH:31]([CH3:32])[CH3:33].[Cl:1][c:2]1[c:3]([C:19](=[O:20])[O:21][CH2:22][CH3:23])[c:4](=[O:18])[n:5](-[c:12]2[cH:13][cH:14][cH:15][cH:16][cH:17]2)[c:6]2[cH:7][cH:8][cH:9][cH:10][c:11]12.[O:35]1[CH2:36][CH2:37][CH2:38][CH2:39]1.[OH2:34]>>[c:2]1([NH:30][CH2:29][CH2:28][N:27]([CH:24]([CH3:25])[CH3:26])[CH:31]([CH3:32])[CH3:33])[c:3]([C:19](=[O:20])[O:21][CH2:22][CH3:23])[c:4](=[O:18])[n:5](-[c:12]2[cH:13][cH:14][cH:15][cH:16][cH:17]2)[c:6]2[cH:7][cH:8][cH:9][cH:10][c:11]12. The product is CCOC(=O)c1c(NCCN(C(C)C)C(C)C)c2ccccc2n(-c2ccccc2)c1=O. Starting materials: CC(C)N(CCN)C(C)C, CCOC(=O)c1c(Cl)c2ccccc2n(-c2ccccc2)c1=O, C1CCOC1, O.